describe an organic reaction: reactants, conditions, products, and yield From a dataset of the Open Reaction Database (ORD), a public repository of structured organic reaction records. Reactants: (allyl)platinum(tricyclohexylphosphine)triflate, solution, C1(=CC=CC=C1)C (toluene), C1(=CC=CC=C1)C (toluene), C1(=CC=CC=C1)C (toluene), Lithium tetrakis(pentafluorophenyl)borate·2, CCOCC (Et2O), CC(=O)C (acetone). Run at temperature 80 celsius. Product: C(CCC)C12C=CC(CC1)C2 (butylnorbornene), polymer. Yield: 3.0%. As a reaction SMILES: [CH3:1][CH2:2]OCC.[CH3:6][C:7]([CH3:9])=O.[C:10]1([CH3:16])[CH:15]=[CH:14]C=[CH:12][CH:11]=1>>[CH2:7]([C:9]12[CH2:16][CH:10]([CH2:11][CH2:12]1)[CH:15]=[CH:14]2)[CH2:6][CH2:1][CH3:2]. Procedure details: A 50 weight percent solution of butylnorbornene (5.0 g, 0.033 mol) was prepared in toluene. Lithium tetrakis(pentafluorophenyl)borate·2.5 Et2O (0.0012 g, 0.0014 mmol) was combined with (allyl)platinum(tricyclohexylphosphine)triflate (100 μl of a 2.8 mmol solution in toluene) in toluene and added to the monomer mixture. The mixture was heated to 80° C. for 18 hours. The mixture was poured into acetone to precipitate the polymer. After filtering and drying, 0.15 g of polymer was isolated (3% yield... The reactants are CCCCc1nc(CO)c(Cl)n1Cc1ccc(OCCC2CCCCC2C(=O)OC)cc1, CCO, [Na+], [OH-]. The product is CCCCc1nc(CO)c(Cl)n1Cc1ccc(OCCC2CCCCC2C(=O)O)cc1. As a reaction SMILES: [CH2:1]([CH2:2][CH2:3][CH3:4])[c:5]1[n:6]([CH2:13][c:14]2[cH:15][cH:16][c:17]([O:20][CH2:21][CH2:22][CH:23]3[CH:24]([C:29](=[O:30])[O:31][CH3:32])[CH2:25][CH2:26][CH2:27][CH2:28]3)[cH:18][cH:19]2)[c:7]([Cl:12])[c:8]([CH2:10][OH:11])[n:9]1.[CH3:35][CH2:36][OH:37].[Na+:34].[OH-:33]>>[CH2:1]([CH2:2][CH2:3][CH3:4])[c:5]1[n:6]([CH2:13][c:14]2[cH:15][cH:16][c:17]([O:20][CH2:21][CH2:22][CH:23]3[CH:24]([C:29](=[O:30])[OH:31])[CH2:25][CH2:26][CH2:27][CH2:28]3)[cH:18][cH:19]2)[c:7]([Cl:12])[c:8]([CH2:10][OH:11])[n:9]1.